Dataset: the Open Reaction Database (ORD), a public repository of structured organic reaction records. Task: describe an organic reaction: reactants, conditions, products, and yield The reactants are [Na] (sodium), Cl.N12CC(C[C@@H](CC1)C2)=O ((5R)-1-azabicyclo[3.2.1]octan-3-one hydrochloride), Cl.NO (hydroxylamine hydrochloride), O.O.O.C(C)(=O)[O-].[Na+] (sodium acetate trihydrate). Solvent: CS(=O)C (DMSO), C(C)O (ethanol). Reaction conditions: temperature 100 celsius, time 3 hour. Yields the product Cl.Cl.N12C[C@@H](C[C@@H](CC1)C2)N ((3R,5R)-1-azabicyclo[3.2.1]octan-3-amine dihydrochloride). As a reaction SMILES: [ClH:1].[N:2]12[CH2:9][C@H:6]([CH2:7][CH2:8]1)[CH2:5][C:4](=O)[CH2:3]2.Cl.[NH2:12]O.O.O.O.C([O-])(=O)C.[Na+].[Na]>CS(C)=O.C(O)C>[ClH:1].[ClH:1].[N:2]12[CH2:9][C@H:6]([CH2:7][CH2:8]1)[CH2:5][C@@H:4]([NH2:12])[CH2:3]2 |f:0.1,2.3,4.5.6.7.8,12.13.14,^1:21|. Procedure details: To a flask containing (5R)-1-azabicyclo[3.2.1]octan-3-one hydrochloride (3.64 g, 22.6 mmol), hydroxylamine hydrochloride (2.04 g, 29.4 mmol), and ethanol (130 mL) was added sodium acetate trihydrate (9.23 g, 67.8 mmol). The mixture stirred for 3 h and was filtered and concentrated. The resulting white solid was taken up in n-propanol (100 mL) and sodium (˜13.6 g, 618 mmol) was added over 20–25 portions. The reaction spontaneously began to reflux, and the reaction was heated in an oil bath (100° ... The reactants are ClC12C(C(=O)OC1=O)C=C(C(=C2Cl)Cl)Cl (2,3,4,5-tetrachlorophthalic acid anhydride), NC(CC(=O)O)C1=CC=C(C=C1)OC (3-amino-3-(4-methoxyphenyl)propionic acid). Run in C(C)(=O)O (acetic acid). Product: ClC12C(C(=O)N(C1=O)C(CC(=O)O)C1=CC=C(C=C1)OC)C=C(C(=C2Cl)Cl)Cl (3-(2,3,4,5-tetrachlorophthalimido)-3-(4-methoxyphenyl)propionic acid). The yield is 91.2%. RXN SMILES: [Cl:1][C:2]12[C:12]([Cl:13])=[C:11]([Cl:14])[C:10]([Cl:15])=[CH:9][CH:3]1[C:4]([O:6][C:7]2=[O:8])=O.[NH2:16][CH:17]([C:22]1[CH:27]=[CH:26][C:25]([O:28][CH3:29])=[CH:24][CH:23]=1)[CH2:18][C:19]([OH:21])=[O:20]>C(O)(=O)C>[Cl:1][C:2]12[C:12]([Cl:13])=[C:11]([Cl:14])[C:10]([Cl:15])=[CH:9][CH:3]1[C:4]([N:16]([CH:17]([C:22]1[CH:23]=[CH:24][C:25]([O:28][CH3:29])=[CH:26][CH:27]=1)[CH2:18][C:19]([OH:21])=[O:20])[C:7]2=[O:8])=[O:6]. Reported procedure: A stirred mixture of 2,3,4,5-tetrachlorophthalic acid anhydride (2.85 g, 10.0 mmol) and 3-amino-3-(4-methoxyphenyl)propionic acid (1.95 g, 10.0 mmol) in 25 mL of acetic acid under nitrogen was heated to reflux for 4.5 hours. A solid formed as the reaction mixture cooled. The resulting slurry was filtered and the solid dried in vacuo (60° C., <2 mm) to afford 4.24 g (92%) of 3-(2,3,4,5-tetrachlorophthalimido)-3-(4-methoxyphenyl)propionic acid as an off-white solid contaminated with ~1% acetic aci... Reactants: COc1c(Br)ccc2oc(CO)c(C)c12, ClCCl, O=S(Cl)Cl. Yields the product COc1c(Br)ccc2oc(CCl)c(C)c12. As a reaction SMILES: [Br:1][c:2]1[cH:3][cH:4][c:5]2[c:6]([c:7]([CH3:12])[c:8]([CH2:10][OH:11])[o:9]2)[c:13]1[O:14][CH3:15].[Cl:20][CH2:21][Cl:22].[S:16]([Cl:17])([Cl:18])=[O:19]>>[Br:1][c:2]1[cH:3][cH:4][c:5]2[c:6]([c:7]([CH3:12])[c:8]([CH2:10][Cl:18])[o:9]2)[c:13]1[O:14][CH3:15]. Starting materials: CCOC(=O)CC1CCCN1c1ccc(C(=O)c2ccc(Cl)cc2C)cc1, I. The product is Cc1cc(Cl)ccc1C(=O)c1ccc(N2CCCC2CC(=O)O)cc1. As a reaction SMILES: [Cl:1][c:2]1[cH:3][c:4]([CH3:27])[c:5]([C:6](=[O:7])[c:8]2[cH:9][cH:10][c:11]([N:14]3[CH:15]([CH2:19][C:20](=[O:21])[O:22][CH2:23][CH3:24])[CH2:16][CH2:17][CH2:18]3)[cH:12][cH:13]2)[cH:25][cH:26]1.[IH:28]>>[Cl:1][c:2]1[cH:3][c:4]([CH3:27])[c:5]([C:6](=[O:7])[c:8]2[cH:9][cH:10][c:11]([N:14]3[CH:15]([CH2:19][C:20](=[O:21])[OH:22])[CH2:16][CH2:17][CH2:18]3)[cH:12][cH:13]2)[cH:25][cH:26]1. The solvent is C1CCOC1 (THF), C1CCOC1 (THF). Reaction SMILES: [CH3:1][C:2]([C:10]1[CH:11]=[CH:12][CH:13]=[C:14]2[C:19]=1[N:18]=[C:17]([CH3:20])[CH:16]=[CH:15]2)([CH3:9])[CH2:3][C:4](OCC)=[O:5].[H-].[H-].[H-].[H-].[Li+].[Al+3].O.O.O.O.O.O.O.O.O.O.S([O-])([O-])(=O)=O.[Na+].[Na+]>C1COCC1>[CH3:9][C:2]([C:10]1[CH:11]=[CH:12][CH:13]=[C:14]2[C:19]=1[N:18]=[C:17]([CH3:20])[CH:16]=[CH:15]2)([CH3:1])[CH2:3][CH2:4][OH:5] |f:1.2.3.4.5.6,7.8.9.10.11.12.13.14.15.16.17.18.19|. Product: CC(CCO)(C)C=1C=CC=C2C=CC(=NC12)C (3-methyl-3-(2-methylquinolin-8-yl)butan-1-ol). The yield is 100.5%. Reported procedure: To a solution of ethyl 3-methyl-3-(2-methylquinolin-8-yl)butanoate (0.66 g, 2.43 mmol) in THF (3 mL) was added 1.0 N LAH (3.65 mL, 3.65 mmol) in THF at 0° C. and stirred at 0° C. for 3 hours. Sodium sulfate decahydrate (2.0 g) was added and stirred at ambient temperature for 30 minutes. The solid was removed by filtration and washed with ethyl acetate (30 mL). The filtrate was concentrated under reduced pressure to give 3-methyl-3-(2-methylquinolin-8-yl)butan-1-ol (0.56 g, 100%) as a solid. Reactants: O.O.O.O.O.O.O.O.O.O.S(=O)(=O)([O-])[O-].[Na+].[Na+] (Sodium sulfate decahydrate), CC(CC(=O)OCC)(C)C=1C=CC=C2C=CC(=NC12)C (ethyl 3-methyl-3-(2-methylquinolin-8-yl)butanoate), [H-].[H-].[H-].[H-].[Li+].[Al+3] (LAH). Run at temperature 0 celsius, time 3 hour.